Dataset: the Open Reaction Database (ORD), a public repository of structured organic reaction records. Task: describe an organic reaction: reactants, conditions, products, and yield Reactants: O=C1CCC(=O)N1Br, COc1ccc(CC(=O)OC(C)(C)C)cc1OC, ClC(Cl)(Cl)Cl. Product: COc1ccc(C(Br)C(=O)OC(C)(C)C)cc1OC. As a reaction SMILES: [Br:19][N:20]1[C:21](=[O:22])[CH2:23][CH2:24][C:25]1=[O:26].[C:1]([CH3:2])([CH3:3])([CH3:4])[O:5][C:6]([CH2:7][c:8]1[cH:9][c:10]([O:11][CH3:12])[c:13]([O:14][CH3:15])[cH:16][cH:17]1)=[O:18].[C:27]([Cl:28])([Cl:29])([Cl:30])[Cl:31]>>[C:1]([CH3:2])([CH3:3])([CH3:4])[O:5][C:6]([CH:7]([c:8]1[cH:9][c:10]([O:11][CH3:12])[c:13]([O:14][CH3:15])[cH:16][cH:17]1)[Br:19])=[O:18]. Product: Nc1c(C=O)cnn1CCOC(c1ccccc1)(c1ccccc1)c1ccccc1. Starting materials: Nc1c(C=O)cnn1CCO, ClC(c1ccccc1)(c1ccccc1)c1ccccc1, c1ccncc1. Reaction SMILES: [NH2:1][c:2]1[c:3]([CH:10]=[O:11])[cH:4][n:5][n:6]1[CH2:7][CH2:8][OH:9].[c:12]1([C:18]([c:19]2[cH:20][cH:21][cH:22][cH:23][cH:24]2)([c:25]2[cH:26][cH:27][cH:28][cH:29][cH:30]2)[Cl:31])[cH:13][cH:14][cH:15][cH:16][cH:17]1.[cH:32]1[cH:33][cH:34][n:35][cH:36][cH:37]1>>[NH2:1][c:2]1[c:3]([CH:10]=[O:11])[cH:4][n:5][n:6]1[CH2:7][CH2:8][O:9][C:18]([c:12]1[cH:13][cH:14][cH:15][cH:16][cH:17]1)([c:19]1[cH:20][cH:21][cH:22][cH:23][cH:24]1)[c:25]1[cH:26][cH:27][cH:28][cH:29][cH:30]1. Starting materials: N(=[N+]=[N-])C1=C(C=NC2=NC(=CC=C12)C)C(=O)OCC (4-Azido-3-carbethoxy-7-methyl-1,8-naphthyridine), ester. Run in [OH-].[Na+] (NaOH). Yields the product N(=[N+]=[N-])C1=C(C=NC2=NC(=CC=C12)C)C(=O)O (4-Azido-7-methyl-1,8-naphthyridine-3-carboxylic acid). As a reaction SMILES: [N:1]([C:4]1[C:13]2[C:8](=[N:9][C:10]([CH3:14])=[CH:11][CH:12]=2)[N:7]=[CH:6][C:5]=1[C:15]([O:17]CC)=[O:16])=[N+:2]=[N-:3]>[OH-].[Na+]>[N:1]([C:4]1[C:13]2[C:8](=[N:9][C:10]([CH3:14])=[CH:11][CH:12]=2)[N:7]=[CH:6][C:5]=1[C:15]([OH:17])=[O:16])=[N+:2]=[N-:3] |f:1.2|. Procedure details: 4-Azido-3-carbethoxy-7-methyl-1,8-naphthyridine (2.4 g; 0.008 M) was suspended in 10% aq. NaOH (60 ml) and the mixture stirred at ambient temperatures until all the ester had reacted. The insoluble material was removed by filtration and redissolved in H2O. The pH of the solution was adjusted to 3.5 with 5 M HCl and the resulting precipitate (1.3 g; 71%) filtered off, washed with H2O and dried over P2O5 in vacuo, m.p. 198° C. (explosive dec. on rapid heating), (Found: N, 29.66%; C10H7N5O2.1/2H2O ... Reactants: CC1=NC2=CC=C(C=C2C(N1COC(C(C)(C)C)=O)=O)CN(CCOC(C)=O)C1=CC=C(C(=O)O)C=C1 (p-[N-(3,4-dihydro-2-methyl-4-oxo-3-pivaloyloxymethylquinazolin-6-ylmethyl)-N-(2-acetoxyethyl)amino]benzoic acid), [N+](=O)([O-])C=1C=C(CN)C=CC1 (3-nitrobenzylamine). Procedure details: Using the procedure described in Example 10, p-[N-(3,4-dihydro-2-methyl-4-oxo-3-pivaloyloxymethylquinazolin-6-ylmethyl)-N-(2-acetoxyethyl)amino]benzoic acid was reacted with 3-nitrobenzylamine to give p-[N-(3,4-dihydro-2-methyl-4-oxoquinazolin-6-ylmethyl)-N-(2-hydroxyethyl)amino]-N-(3-nitrobenzyl)benzamide (containing 1 equivalent of water) in 46% yield, m.p. 230°-232° C. Reaction SMILES: [CH3:1][C:2]1[N:11](COC(=O)C(C)(C)C)[C:10](=[O:20])[C:9]2[C:4](=[CH:5][CH:6]=[C:7]([CH2:21][N:22]([C:29]3[CH:37]=[CH:36][C:32]([C:33](O)=[O:34])=[CH:31][CH:30]=3)[CH2:23][CH2:24][O:25]C(=O)C)[CH:8]=2)[N:3]=1.[N+:38]([C:41]1[CH:42]=[C:43]([CH:46]=[CH:47][CH:48]=1)[CH2:44][NH2:45])([O-:40])=[O:39]>>[CH3:1][C:2]1[NH:11][C:10](=[O:20])[C:9]2[C:4](=[CH:5][CH:6]=[C:7]([CH2:21][N:22]([C:29]3[CH:30]=[CH:31][C:32]([C:33]([NH:45][CH2:44][C:43]4[CH:46]=[CH:47][CH:48]=[C:41]([N+:38]([O-:40])=[O:39])[CH:42]=4)=[O:34])=[CH:36][CH:37]=3)[CH2:23][CH2:24][OH:25])[CH:8]=2)[N:3]=1. The yield is 46.0%. The product is CC1=NC2=CC=C(C=C2C(N1)=O)CN(CCO)C1=CC=C(C(=O)NCC2=CC(=CC=C2)[N+](=O)[O-])C=C1 (p-[N-(3,4-dihydro-2-methyl-4-oxoquinazolin-6-ylmethyl)-N-(2-hydroxyethyl)amino]-N-(3-nitrobenzyl)benzamide). Procedure details: prepared by reaction of 1-(4-Fluoro-benzyl)-6,7-dimethoxy-1,2,3,4-tetrahydroisoquinoline and 2-bromoacetyl bromide with N-benzyl-N-methylamine The reactants are FC1=CC=C(CC2NCCC3=CC(=C(C=C23)OC)OC)C=C1 (1-(4-Fluoro-benzyl)-6,7-dimethoxy-1,2,3,4-tetrahydroisoquinoline), BrCC(=O)Br (2-bromoacetyl bromide), C(C1=CC=CC=C1)NC (N-benzyl-N-methylamine). RXN SMILES: [F:1][C:2]1[CH:22]=[CH:21][C:5]([CH2:6][CH:7]2[C:16]3[C:11](=[CH:12][C:13]([O:19][CH3:20])=[C:14]([O:17][CH3:18])[CH:15]=3)[CH2:10][CH2:9][NH:8]2)=[CH:4][CH:3]=1.Br[CH2:24][C:25](Br)=[O:26].[CH2:28]([NH:35][CH3:36])[C:29]1[CH:34]=[CH:33][CH:32]=[CH:31][CH:30]=1>>[F:1][C:2]1[CH:3]=[CH:4][C:5]([CH2:6][CH:7]2[C:16]3[C:11](=[CH:12][C:13]([O:19][CH3:20])=[C:14]([O:17][CH3:18])[CH:15]=3)[CH2:10][CH2:9][N:8]2[CH2:24][C:25]([N:35]([CH2:28][C:29]2[CH:34]=[CH:33][CH:32]=[CH:31][CH:30]=2)[CH3:36])=[O:26])=[CH:21][CH:22]=1. Product: FC1=CC=C(CC2N(CCC3=CC(=C(C=C23)OC)OC)CC(=O)N(C)CC2=CC=CC=C2)C=C1 (2-[1-(4-Fluoro-benzyl)-6,7-dimethoxy-3,4-dihydro-1H-isoquinolin-2-yl]-N-benzyl-N-methyl-acetamide). Starting materials: C(C)(C)(C)OC(N[C@@H]1CC[C@H](CC1)CCN1CCN(CC1)C1=NC=CC2=C1C=CS2)=O ({trans-4-[2-(4-Thieno[3,2-c]pyridin-4-yl-piperazin-1-yl)-ethyl]-cyclohexyl}-carbamic acid tert-butyl ester), Cl (HCl), CCOC(=O)C (EtOAc). The solvent is CO (MeOH). Conditions: time 4 hour. Product: Cl.Cl.Cl.S1C=CC=2C(=NC=CC21)N2CCN(CC2)CC[C@@H]2CC[C@H](CC2)N (trans-4-[2-(4-thieno[3,2-c]pyridin-4-yl-piperazin-1-yl)-ethyl]-cyclohexylamine trihydrochloride). Isolated yield 94.0%. Reaction SMILES: C(OC(=O)[NH:7][C@H:8]1[CH2:13][CH2:12][C@H:11]([CH2:14][CH2:15][N:16]2[CH2:21][CH2:20][N:19]([C:22]3[C:27]4[CH:28]=[CH:29][S:30][C:26]=4[CH:25]=[CH:24][N:23]=3)[CH2:18][CH2:17]2)[CH2:10][CH2:9]1)(C)(C)C.[ClH:32].CCOC(C)=O>CO>[ClH:32].[ClH:32].[ClH:32].[S:30]1[C:26]2[CH:25]=[CH:24][N:23]=[C:22]([N:19]3[CH2:20][CH2:21][N:16]([CH2:15][CH2:14][C@H:11]4[CH2:12][CH2:13][C@H:8]([NH2:7])[CH2:9][CH2:10]4)[CH2:17][CH2:18]3)[C:27]=2[CH:28]=[CH:29]1 |f:4.5.6.7|. Procedure details: {trans-4-[2-(4-Thieno[3,2-c]pyridin-4-yl-piperazin-1-yl)-ethyl]-cyclohexyl}-carbamic acid tert-butyl ester (1.2 g, 3 mmol) was treated with 1 N HCl in EtOAc (40 ml, 40 mmol) and MeOH (0.74 ml) and the resulting mixture was stirred 4 h at room temperature. A white precipitate was formed that was collected by filtration and washed with EtOAc. The solid was dried over night under high vacuum to yield trans-4-[2-(4-thieno[3,2-c]pyridin-4-yl-piperazin-1-yl)-ethyl]-cyclohexylamine trihydrochloride as ...